This data is from the Open Reaction Database (ORD), a public repository of structured organic reaction records. The task is: describe an organic reaction: reactants, conditions, products, and yield Reactants: methyl ester, BrCCCCC(=O)O (5-bromovaleric acid), CCC1(C(=O)NC(=O)NC1=O)C=2C=CC=CC2 (phenobarbital), [OH-].[Na+] (sodium hydroxide). Run in CN(C=O)C (N,N-dimethyl formamide). The product is methyl ester, C(=O)(O)CCCCN1C(NC(C1=O)(C1=CC=CC=C1)C1=CC=CC=C1)=O (3-(4-carboxybutyl)5,5-diphenylhydantoin). As a reaction SMILES: [CH3:1][CH2:2][C:3]1([C:12]2[CH:13]=[CH:14][CH:15]=[CH:16][CH:17]=2)[C:10](=[O:11])[NH:9][C:7](=[O:8])[NH:6]C1=O.[OH-].[Na+].Br[CH2:21][CH2:22][CH2:23][CH2:24][C:25]([OH:27])=[O:26]>CN(C)C=O>[C:25]([CH2:24][CH2:23][CH2:22][CH2:21][N:9]1[C:10](=[O:11])[C:3]([C:2]2[CH:1]=[CH:10][CH:3]=[CH:2][CH:1]=2)([C:12]2[CH:17]=[CH:16][CH:15]=[CH:14][CH:13]=2)[NH:6][C:7]1=[O:8])([OH:27])=[O:26] |f:1.2|. Reported procedure: The DppE amide of 1-(4-carboxybutyl)-5-ethyl-5-phenyl barbituric acid (DPPE-phenobarbital) was prepared as outlined in FIG. 2. The sodium salt of phenobarbital (compound A) (2 mmoles) formed by treating phenobarbital with sodium hydroxide was reacted with the methyl ester of 5-bromovaleric acid (2.200 mmoles) in 5 ml of N,N-dimethyl formamide, for 4 hrs at 96° C., to form the methyl ester of 1-(4-carboxybutyl)-5-ethyl-5-phenyl barbiturate (compound B). The product was purified by column chromato...